This data is from the Open Reaction Database (ORD), a public repository of structured organic reaction records. The task is: describe an organic reaction: reactants, conditions, products, and yield Starting materials: white powder, COC(C1=CC=C(C=C1)OC\C=C\CCCCCCC)=O (Methyl-4-(trans-2-decenyloxy)-benzoate), O.[OH-].[Li+] (lithium hydroxide monohydrate), C(CCCCCCCCCCCCCCCCC)OC1=CC=C(C(=O)O)C=C1 (4-octadecyloxy-benzoic acid). Run in CO (methanol). Product: C(\C=C\CCCCCCC)OC1=CC=C(C(=O)O)C=C1 (4-(trans-2-Decenyloxy)-benzoic acid). RXN SMILES: C[O:2][C:3](=[O:21])[C:4]1[CH:9]=[CH:8][C:7]([O:10][CH2:11]/[CH:12]=[CH:13]/[CH2:14][CH2:15][CH2:16][CH2:17][CH2:18][CH2:19][CH3:20])=[CH:6][CH:5]=1.O.[OH-].[Li+].C(OC1C=CC(C(O)=O)=CC=1)CCCCCCCCCCCCCCCCC>CO>[CH2:11]([O:10][C:7]1[CH:6]=[CH:5][C:4]([C:3]([OH:21])=[O:2])=[CH:9][CH:8]=1)/[CH:12]=[CH:13]/[CH2:14][CH2:15][CH2:16][CH2:17][CH2:18][CH2:19][CH3:20] |f:1.2.3|. Reported procedure: The ester 35g 565 mg, 1.95 mmol), and lithium hydroxide monohydrate (817 mg, 19.5 mmol) in 20 ml methanol were reacted according to the procedure for compound 36a. The yield was 482 mg (89% of a white powder. The reactants are O=C=Nc1ccc(Cl)cc1Cl, COC(=O)C(Cc1ccc(OC)c(CO)c1)C(=O)OC. The product is COC(=O)C(Cc1ccc(OC)c(COC(=O)Nc2ccc(Cl)cc2Cl)c1)C(=O)OC. RXN SMILES: [Cl:21][c:22]1[c:23]([N:29]=[C:30]=[O:31])[cH:24][cH:25][c:26]([Cl:28])[cH:27]1.[OH:1][CH2:2][c:3]1[cH:4][c:5]([CH2:6][CH:7]([C:8](=[O:9])[O:10][CH3:11])[C:12](=[O:13])[O:14][CH3:15])[cH:16][cH:17][c:18]1[O:19][CH3:20]>>[O:1]([CH2:2][c:3]1[cH:4][c:5]([CH2:6][CH:7]([C:8](=[O:9])[O:10][CH3:11])[C:12](=[O:13])[O:14][CH3:15])[cH:16][cH:17][c:18]1[O:19][CH3:20])[C:30]([NH:29][c:23]1[c:22]([Cl:21])[cH:27][c:26]([Cl:28])[cH:25][cH:24]1)=[O:31]. Starting materials: CCOC(OCC)c1nc(C)n(CC)n1, Cl, O. Yields the product CCn1nc(C=O)nc1C. As a reaction SMILES: [CH2:1]([O:3][CH:4]([O:2][CH2:13][CH3:14])[c:5]1[n:6][n:7]([CH2:11][CH3:12])[c:8]([CH3:10])[n:9]1)[CH3:15].[ClH:16].[OH2:17]>>[O:3]=[CH:4][c:5]1[n:6][n:7]([CH2:11][CH3:12])[c:8]([CH3:10])[n:9]1.